From a dataset of the Open Reaction Database (ORD), a public repository of structured organic reaction records. describe an organic reaction: reactants, conditions, products, and yield The reactants are CC=1N=CNC1CSCCN (4-methyl-5-[(2-aminoethyl)thiomethyl]imidazole), CN=C=O (methyl isocyanate). The solvent is C(C)#N (acetonitrile). Product: CNC(=O)NCCSCC1=C(N=CN1)C (N-methyl-N'-[2-((4-methyl-5-imidazolyl)methylthio)ethyl]urea). Yield: 58.8%. RXN SMILES: [CH3:1][C:2]1[N:3]=[CH:4][NH:5][C:6]=1[CH2:7][S:8][CH2:9][CH2:10][NH2:11].[CH3:12][N:13]=[C:14]=[O:15]>C(#N)C>[CH3:12][NH:13][C:14]([NH:11][CH2:10][CH2:9][S:8][CH2:7][C:6]1[NH:5][CH:4]=[N:3][C:2]=1[CH3:1])=[O:15]. Procedure details: A mixture of 4-methyl-5-[(2-aminoethyl)thiomethyl]imidazole (5.1 g.) and methyl isocyanate (2.0 g.) in acetonitrile was heated for 18 hours in a pressure vessel at 100°. After cooling, the solid obtained was collected and recrystallised from isopropyl alcohol-acetonitrile to give N-methyl-N'-[2-((4-methyl-5-imidazolyl)methylthio)ethyl]urea (4.0 g.) m.p. 158°-159°. (Found: C, 47.4; H, 7.1; N, 24.5; S, 14.1. C9H16N4OS requires: C, 47.3; H, 7.1; N, 24.5; S, 14.0). Reactants: ClC1=CC=C(C=C1)C=1OC(=C(N1)C)CO (2-(4-chlorophenyl)-4-methyl-5-oxazolemethanol), [OH-].[Na+] (sodium hydroxide), C(Cl)(Cl)Cl (chloroform). Run in CC(=O)C (acetone), CC(=O)C (acetone). The product is ClC1=CC=C(C=C1)C=1OC(=C(N1)C)COC(C(=O)O)(C)C (2-[[2-(4-chlorophenyl)-4 -methyl-5-oxazolyl]methoxy]-2-methylpropionic acid). The yield is 65.0%. RXN SMILES: [Cl:1][C:2]1[CH:7]=[CH:6][C:5]([C:8]2[O:9][C:10]([CH2:14][OH:15])=[C:11]([CH3:13])[N:12]=2)=[CH:4][CH:3]=1.[OH-:16].[Na+].C(Cl)(Cl)Cl>CC(C)=O>[Cl:1][C:2]1[CH:3]=[CH:4][C:5]([C:8]2[O:9][C:10]([CH2:14][O:15][C:5]([CH3:6])([CH3:4])[C:8]([OH:9])=[O:16])=[C:11]([CH3:13])[N:12]=2)=[CH:6][CH:7]=1 |f:1.2|. Procedure details: 6.9 g (30.8 mmol) of 2-(4-chlorophenyl)-4-methyl-5-oxazolemethanol were combined with 6.2 g (155 mmol) of powdered sodium hydroxide in 45 ml of acetone and the suspension was heated to reflux. 4.9 g (41.1 mmol) of chloroform in 10 ml of acetone were added dropwise during 30 minutes and the suspension was heated at reflux for 4 hours. The solvent was removed by evaporation under reduced pressure, and the residue was partitioned between 150 ml of diethyl ether and 400 ml of water. The organic phas... Reactants: C(C1=CC=CC=C1)(=O)O (benzoic acid), FC1=CC=C(N)C=C1 (4-fluoroaniline). The product is NC1=C(C(=O)C2=CC=CC=C2)C=C(C=C1)F (2-amino-5-fluoro-benzophenone). Yield: 37.9%. As a reaction SMILES: [C:1]([OH:9])(=O)[C:2]1[CH:7]=[CH:6][CH:5]=[CH:4][CH:3]=1.[F:10][C:11]1[CH:17]=[CH:16][C:14]([NH2:15])=[CH:13][CH:12]=1>>[NH2:15][C:14]1[CH:16]=[CH:17][C:11]([F:10])=[CH:12][C:13]=1[C:1]([C:2]1[CH:3]=[CH:4][CH:5]=[CH:6][CH:7]=1)=[O:9]. Procedure: The procedure was in the same manner as described in example 15, except that the starting material was benzoic acid instead of p-chlorobenzoic acid and 4-fluoroaniline instead of 4-chloroaniline. The title compound was obtained as yellow needle crystal, and yield 37.9%, m.p. 112-113° C. Reactants: CC12S[C@H]3N(C1(C(=O)OCC(Cl)(Cl)Cl)C2)C(C3NC(CN3N=NN=C3)=O)=O (2,2,2-trichloroethyl 2-methyl-2,3-methylene-6-[2-(1H-tetrazol-1-yl)acetamido]penam-3-carboxylate), Cl (hydrochloric acid), [Cl-].[Na+] (sodium chloride), C(C)(=O)OCC (ethyl acetate). Reagents/catalysts: [Zn] (zinc). Run in CN(C=O)C (dimethylformamide), C(C)(=O)O (acetic acid). Run at time 1 hour. The product is CC12S[C@H]3N(C1(C(=O)O)C2)C(C3NC(CN3N=NN=C3)=O)=O (2-methyl-2,3-methylene-6-[2-(1H-tetrazol-1-yl)acetamido]penam-3-carboxylic acid). The yield is 69.5%. As a reaction SMILES: [CH3:1][C:2]12[CH2:15][C:6]1([C:7]([O:9]CC(Cl)(Cl)Cl)=[O:8])[N:5]1[C:16](=[O:27])[CH:17]([NH:18][C:19](=[O:26])[CH2:20][N:21]3[CH:25]=[N:24][N:23]=[N:22]3)[C@H:4]1[S:3]2.Cl.[Cl-].[Na+].C(OCC)(=O)C>CN(C)C=O.C(O)(=O)C.[Zn]>[CH3:1][C:2]12[CH2:15][C:6]1([C:7]([OH:9])=[O:8])[N:5]1[C:16](=[O:27])[CH:17]([NH:18][C:19](=[O:26])[CH2:20][N:21]3[CH:25]=[N:24][N:23]=[N:22]3)[C@H:4]1[S:3]2 |f:2.3|. Reported procedure: To a solution of 2,2,2-trichloroethyl 2-methyl-2,3-methylene-6-[2-(1H-tetrazol-1-yl)acetamido]penam-3-carboxylate (0.91 g.) in a mixture of dimethylformamide (5 ml.) and acetic acid (1.5 ml.) was added zinc powder (1.2 g.) under ice-cooling, and the mixture was stirred for 1 hour. After the reaction, the reaction mixture was poured into a mixture of 2% hydrochloric acid saturated with sodium chloride (30 ml.) and ethyl acetate (50 ml.), extracted and the aqueous layer was further extracted with ... Conditions: temperature 0 celsius, time 1 hour. Reported procedure: A solution of (S)-2-(2-hydroxymethyl-1-pyrrolidinyl)-5-formyl-4-(3-chloro-4-methoxybenzylamino)pyrimidine (4.1 g) in tetrahydrofuran (30 ml) is added to a solution of vinyl magnesium bromide in tetrahydrofuran (43.5 ml) at 0° C., and the mixture is stirred at 0° C. for 1 hour. To the mixture is added a saturated aqueous ammonium chloride solution, and the mixture is extracted with ethyl acetate. The extract is washed with water and then brine, and dried over sodium sulfate. Sodium sulfate is rem... Product: OCC1N(CCC1)C1=NC=C(C(=N1)NCC1=CC(=C(C=C1)OC)Cl)[C@H](C=C)CO ((S)-2-(2-hydroxymethyl-1-pyrrolidinyl)-5-(1-hydroxymethyl-2-propen-1-yl)-4-(3-chloro-4-methoxybenzylamino)pyrimidine). The reactants are [Cl-].[NH4+] (ammonium chloride), OC[C@H]1N(CCC1)C1=NC=C(C(=N1)NCC1=CC(=C(C=C1)OC)Cl)C=O ((S)-2-(2-hydroxymethyl-1-pyrrolidinyl)-5-formyl-4-(3-chloro-4-methoxybenzylamino)pyrimidine), C(=C)[Mg]Br (vinyl magnesium bromide), O1CCCC1 (tetrahydrofuran), O1CCCC1 (tetrahydrofuran). Reaction SMILES: [OH:1][CH2:2][C@@H:3]1[CH2:7][CH2:6][CH2:5][N:4]1[C:8]1[N:13]=[C:12]([NH:14][CH2:15][C:16]2[CH:21]=[CH:20][C:19]([O:22][CH3:23])=[C:18]([Cl:24])[CH:17]=2)[C:11](C=O)=[CH:10][N:9]=1.C([Mg]Br)=C.[Cl-].[NH4+].[O:33]1[CH2:37][CH2:36][CH2:35][CH2:34]1>>[OH:1][CH2:2][CH:3]1[CH2:7][CH2:6][CH2:5][N:4]1[C:8]1[N:13]=[C:12]([NH:14][CH2:15][C:16]2[CH:21]=[CH:20][C:19]([O:22][CH3:23])=[C:18]([Cl:24])[CH:17]=2)[C:11]([C@@H:35]([CH2:34][OH:33])[CH:36]=[CH2:37])=[CH:10][N:9]=1 |f:2.3|. The reactants are Nc1ccccc1NCc1ccc(Cl)c(Cl)c1, Fc1ccc(Cn2c(NC3CCN(CCN=C=S)CC3)nc3ccccc32)cc1, C1CCOC1. Yields the product Fc1ccc(Cn2c(NC3CCN(CCNC(=S)Nc4ccccc4NCc4ccc(Cl)c(Cl)c4)CC3)nc3ccccc32)cc1. Reaction SMILES: [Cl:1][c:2]1[cH:3][c:4]([CH2:9][NH:10][c:11]2[c:12]([NH2:17])[cH:13][cH:14][cH:15][cH:16]2)[cH:5][cH:6][c:7]1[Cl:8].[F:18][c:19]1[cH:20][cH:21][c:22]([CH2:25][n:26]2[c:27]([NH:35][CH:36]3[CH2:37][CH2:38][N:39]([CH2:42][CH2:43][N:44]=[C:45]=[S:46])[CH2:40][CH2:41]3)[n:28][c:29]3[c:30]2[cH:31][cH:32][cH:33][cH:34]3)[cH:23][cH:24]1.[O:47]1[CH2:48][CH2:49][CH2:50][CH2:51]1>>[Cl:1][c:2]1[cH:3][c:4]([CH2:9][NH:10][c:11]2[c:12]([NH:17][C:45]([NH:44][CH2:43][CH2:42][N:39]3[CH2:38][CH2:37][CH:36]([NH:35][c:27]4[n:26]([CH2:25][c:22]5[cH:21][cH:20][c:19]([F:18])[cH:24][cH:23]5)[c:30]5[c:29]([n:28]4)[cH:34][cH:33][cH:32][cH:31]5)[CH2:41][CH2:40]3)=[S:46])[cH:13][cH:14][cH:15][cH:16]2)[cH:5][cH:6][c:7]1[Cl:8]. RXN SMILES: [CH3:1][O:2][C:3]([C:5]1[N:6]([CH2:23][C:24]2[CH:32]=[CH:31][C:27]3[O:28][CH2:29][O:30][C:26]=3[CH:25]=2)[C:7](=[O:22])[C:8]2[C:13]([C:14]=1[C:15]1[CH:20]=[CH:19][CH:18]=[CH:17][CH:16]=1)=[CH:12][C:11](Br)=[CH:10][CH:9]=2)=[O:4].[S:33]1[CH:37]=[CH:36][C:35](B(O)O)=[CH:34]1.C1(C)C=CC=CC=1.C(=O)([O-])[O-].[Na+].[Na+]>C1C=CC([P]([Pd]([P](C2C=CC=CC=2)(C2C=CC=CC=2)C2C=CC=CC=2)([P](C2C=CC=CC=2)(C2C=CC=CC=2)C2C=CC=CC=2)[P](C2C=CC=CC=2)(C2C=CC=CC=2)C2C=CC=CC=2)(C2C=CC=CC=2)C2C=CC=CC=2)=CC=1.O.C(O)C>[CH3:1][O:2][C:3]([C:5]1[N:6]([CH2:23][C:24]2[CH:32]=[CH:31][C:27]3[O:28][CH2:29][O:30][C:26]=3[CH:25]=2)[C:7](=[O:22])[C:8]2[C:13]([C:14]=1[C:15]1[CH:20]=[CH:19][CH:18]=[CH:17][CH:16]=1)=[CH:12][C:11]([C:35]1[CH:36]=[CH:37][S:33][CH:34]=1)=[CH:10][CH:9]=2)=[O:4] |f:3.4.5,^1:57,59,78,97|. Solvent: C(C)O (ethanol), O (Water). The yield is 86.1%. Reagents/catalysts: C=1C=CC(=CC1)[P](C=2C=CC=CC2)(C=3C=CC=CC3)[Pd]([P](C=4C=CC=CC4)(C=5C=CC=CC5)C=6C=CC=CC6)([P](C=7C=CC=CC7)(C=8C=CC=CC8)C=9C=CC=CC9)[P](C=1C=CC=CC1)(C=1C=CC=CC1)C=1C=CC=CC1 (tetrakis(triphenylphosphine)palladium(0)). Product: COC(=O)C=1N(C(C2=CC=C(C=C2C1C1=CC=CC=C1)C1=CSC=C1)=O)CC1=CC2=C(OCO2)C=C1 (2-(benzo[1,3]dioxol-5-ylmethyl)-1-oxo-4-phenyl-6-thiophen-3-yl-1,2-dihydroisoquinoline-3-carboxylic acid methyl ester). Procedure details: A mixture of 2-(benzo[1,3]dioxol-5-ylmethyl)-6-bromo-1-oxo-4-phenyl-1,2-dihydroisoquinoline-3-carboxylic acid methyl ester (300 mg), 3-thiopheneboronic acid (120 mg), tetrakis(triphenylphosphine)palladium(0) (35 mg), toluene (6 ml), ethanol (0.8 ml) and 2M aqueous sodium carbonate solution (0.8 ml) was heated under reflux under a nitrogen atmosphere for 6 hrs. Water was added to the reaction mixture, and the mixture was extracted with ethyl acetate. The organic layer was washed with water and sa... The reactants are COC(=O)C=1N(C(C2=CC=C(C=C2C1C1=CC=CC=C1)Br)=O)CC1=CC2=C(OCO2)C=C1 (2-(benzo[1,3]dioxol-5-ylmethyl)-6-bromo-1-oxo-4-phenyl-1,2-dihydroisoquinoline-3-carboxylic acid methyl ester), S1C=C(C=C1)B(O)O (3-thiopheneboronic acid), C1(=CC=CC=C1)C (toluene), C([O-])([O-])=O.[Na+].[Na+] (sodium carbonate).